From a dataset of the Open Reaction Database (ORD), a public repository of structured organic reaction records. describe an organic reaction: reactants, conditions, products, and yield The reactants are CCOC(=O)CC#N, COCCO, Cc1ccc(CN)cc1. Product: Cc1ccc(CNC(=O)CC#N)cc1. Reaction SMILES: [C:1](#[N:2])[CH2:3][C:4]([O:6][CH2:5][CH3:7])=[O:8].[CH3:18][O:19][CH2:20][CH2:21][OH:22].[CH3:9][c:10]1[cH:11][cH:12][c:13]([CH2:14][NH2:15])[cH:16][cH:17]1>>[C:1](#[N:2])[CH2:3][C:4](=[O:6])[NH:15][CH2:14][c:13]1[cH:12][cH:11][c:10]([CH3:9])[cH:17][cH:16]1. Procedure: Into a stirred solution of 1-(2-propenyl)-4-tert-butyloxycarbonyl-2-piperazinone (11 g, 46 mmol) in EtOAc (100 mL) at 0° C. was bubbled HCl gas for 10 min. The mixture was stirred at 0° C. for 30 min and then at ambient temperature for 1 h. The solvent was removed in vacuo to yield the hydrochloride salt of the title compound as a white solid. ES MS (M+H)=141. Run at temperature 0 celsius, time 30 minute. The product is hydrochloride salt, C(C=C)N1C(CNCC1)=O (1-(2-Propenyl)-2-piperazinone). RXN SMILES: [CH2:1]([N:4]1[CH2:9][CH2:8][N:7](C(OC(C)(C)C)=O)[CH2:6][C:5]1=[O:17])[CH:2]=[CH2:3].Cl>CCOC(C)=O>[CH2:1]([N:4]1[CH2:9][CH2:8][NH:7][CH2:6][C:5]1=[O:17])[CH:2]=[CH2:3]. Solvent: CCOC(=O)C (EtOAc). Reactants: C(C=C)N1C(CN(CC1)C(=O)OC(C)(C)C)=O (1-(2-propenyl)-4-tert-butyloxycarbonyl-2-piperazinone), Cl (HCl). RXN SMILES: [Cl:1][C:2]1[C:7]([F:8])=[CH:6][C:5]([F:9])=[C:4]([Cl:10])[CH:3]=1.[Cl:11][C:12]1[C:17]([F:18])=[CH:16][C:15]([F:19])=[C:14]([Cl:20])[C:13]=1[N+:21]([O-:23])=[O:22]>>[F:18][C:17]1[C:12]([Cl:11])=[C:13]([N+:21]([O-:23])=[O:22])[C:14]([Cl:20])=[C:15]([F:19])[CH:16]=1.[F:8][C:7]1[C:2]([Cl:1])=[CH:3][C:4]([Cl:10])=[C:5]([F:9])[C:6]=1[N+:21]([O-:23])=[O:22]. The product is FC=1C(=C(C(=C(C1)F)Cl)[N+](=O)[O-])Cl (3,5-difluoro-2,6-dichloronitrobenzene), FC1=C(C(=C(C=C1Cl)Cl)F)[N+](=O)[O-] (2,6-difluoro-3,5-dichloronitrobenzene). Procedure details: By nitration of 1,3-dichloro-4,6-difluorobenzene, the 2,6-dichloro-3,5-difluoronitrobenzene is available after stage 3 in good yields (75-95%) and selectivities (87:12; 3,5-difluoro-2,6-dichloronitrobenzene:2,6-difluoro-3,5-dichloronitrobenzene). (See also Trans. Ill. State Acad. Sci., 65, (1972) 75-80). The reactants are ClC1=CC(=C(C=C1F)F)Cl (1,3-dichloro-4,6-difluorobenzene), ClC1=C(C(=C(C=C1F)F)Cl)[N+](=O)[O-] (2,6-dichloro-3,5-difluoronitrobenzene). Starting materials: Cc1cc2cc(Br)ccc2n1C(=O)OC(C)(C)C, [Li]C(C)(C)C, CC(=O)O, C1CCOC1, CCCCCCC, CCOC(C)=O, CN(C)C=O. Yields the product Cc1cc2cc(C=O)ccc2n1C(=O)OC(C)(C)C. Reaction SMILES: [Br:1][c:2]1[cH:3][c:4]2[cH:5][c:6]([CH3:18])[n:7]([C:11](=[O:12])[O:13][C:14]([CH3:15])([CH3:16])[CH3:17])[c:8]2[cH:9][cH:10]1.[C:24]([Li:25])([CH3:26])([CH3:27])[CH3:28].[C:47]([OH:48])(=[O:49])[CH3:50].[CH2:36]1[O:37][CH2:38][CH2:39][CH2:40]1.[CH3:29][CH2:30][CH2:31][CH2:32][CH2:33][CH2:34][CH3:35].[CH3:41][CH2:42][O:43][C:44]([CH3:45])=[O:46].[O:19]=[CH:20][N:21]([CH3:22])[CH3:23]>>[c:2]1([CH:20]=[O:19])[cH:3][c:4]2[cH:5][c:6]([CH3:18])[n:7]([C:11](=[O:12])[O:13][C:14]([CH3:15])([CH3:16])[CH3:17])[c:8]2[cH:9][cH:10]1. The reactants are [OH-].[Na+] (NaOH), BrC1=CC=C(C(=O)OC)C=C1 (methyl 4-bromobenzoate). Run in C1CCOC1 (THF). Run at time 8 hour. Product: BrC1=CC=C(C(=O)O)C=C1 (4-bromobenzoic acid). RXN SMILES: [OH-].[Na+].[Br:3][C:4]1[CH:13]=[CH:12][C:7]([C:8]([O:10]C)=[O:9])=[CH:6][CH:5]=1>C1COCC1>[Br:3][C:4]1[CH:13]=[CH:12][C:7]([C:8]([OH:10])=[O:9])=[CH:6][CH:5]=1 |f:0.1|. Procedure details: 1.1 eq of aqueous NaOH (1 M solution) was added to a solution of methyl 4-bromobenzoate in THF (0.5 M) and the reaction allowed to stir at RT overnight. THF was removed in vacuo and aqueous HCl (6M) was added dropwise to the basic solution at 0° C. to adjust the pH to pH 2. The resultant aqueous mixture was extracted with EtOAc (3×) and then the combined organics were washed with brine, dried over Na2SO4, filtered and the solvent evaporated in vacuo. The title compound was obtained in quantitati... Reactants: O[C@H]1[C@H]([C@@H](CC2=CC[C@H]3[C@@H]4CC[C@H]([C@@H](CCCC(C)C)C)[C@]4(CC[C@@H]3[C@@]12C)C)OC(C)=O)O (1α,2α-Dihydroxy-3β-acetoxy-cholesta-5-ene). Solvent: C(C)(=O)OC(C)=O (acetic anhydride), N1=CC=CC=C1 (pyridine). The product is C(C)(=O)O[C@H]1[C@H]([C@@H](CC2=CC[C@H]3[C@@H]4CC[C@H]([C@@H](CCCC(C)C)C)[C@]4(CC[C@@H]3[C@@]12C)C)OC(C)=O)OC(C)=O (1α,2α,3β-triacetoxycholesta-5-ene). Yield: 147.4%. RXN SMILES: [OH:1][C@@H:2]1[C@@:26]2([CH3:27])[C:6](=[CH:7][CH2:8][C@@H:9]3[C@@H:25]2[CH2:24][CH2:23][C@@:22]2([CH3:28])[C@H:10]3[CH2:11][CH2:12][C@@H:13]2[C@H:14]([CH3:21])[CH2:15][CH2:16][CH2:17][CH:18]([CH3:20])[CH3:19])[CH2:5][C@@H:4]([O:29][C:30](=[O:32])[CH3:31])[C@@H:3]1[OH:33]>C(OC(=O)C)(=O)C.N1C=CC=CC=1>[C:2]([O:1][C@@H:2]1[C@@:26]2([CH3:27])[C:6](=[CH:7][CH2:8][C@@H:9]3[C@@H:25]2[CH2:24][CH2:23][C@@:22]2([CH3:28])[C@H:10]3[CH2:11][CH2:12][C@@H:13]2[C@H:14]([CH3:21])[CH2:15][CH2:16][CH2:17][CH:18]([CH3:19])[CH3:20])[CH2:5][C@@H:4]([O:29][C:30](=[O:32])[CH3:31])[C@@H:3]1[O:33][C:4](=[O:29])[CH3:5])(=[O:1])[CH3:3]. Reported procedure: 1α,2α-Dihydroxy-3β-acetoxy-cholesta-5-ene (264 mg) was dissolved in a mixture of acetic anhydride (20 ml) and pyridine (2 ml) and the solution was heated on a boiling water bath for 2 hours to remove acetic anhydride. To the solution was added ice-water and the precipitated crystals were recovered by filtration. Recrystallization of the crystals from methanol yielded 1α,2α,3β-triacetoxycholesta-5-ene (230 mg) having a melting point between 109 and 110° C. Reactants: solution, C(C)(C)[N-]C(C)C.[Li+] (Lithium diisopropylamide), COC(=O)C1(NC(C=C1C)=O)C(C1CCCCC1)O[Si](C)(C)C(C)(C)C (2-[(tert-butyl-dimethyl-silanyloxy)-cyclohexyl-methyl]-3-methyl-5-oxo-2,5-dihydro-1H-pyrrole-2-carboxylic acid methyl ester), resultant solution, ClCCOS(=O)(=O)C(F)(F)F (trifluoro-methanesulfonic acid 2-chloro-ethyl ester), C1(=CC=CC=C1)C (toluene), Cl[Si](C)(C)C (Chlorotrimethylsilane), C(C)(C)[N-]C(C)C.[Li+] (lithium diisopropylamide). The solvent is O1CCCC1 (tetrahydrofuran). Run at temperature -78 celsius, time 30 minute. Yields the product COC(=O)C1(NC(C(C1=C)CCCl)=O)C(C1CCCCC1)O[Si](C)(C)C(C)(C)C (2-[(tert-butyl-dimethyl-silanyloxy)-cyclohexyl-methyl]-4-(2-chloro-ethyl)-3-methylene-5-oxo-pyrrolidine-2-carboxylic acid methyl ester). Yield: 59.0%. Reaction SMILES: C([N-]C(C)C)(C)C.[Li+].[CH3:9][O:10][C:11]([C:13]1([CH:20]([O:27][Si:28]([C:31]([CH3:34])([CH3:33])[CH3:32])([CH3:30])[CH3:29])[CH:21]2[CH2:26][CH2:25][CH2:24][CH2:23][CH2:22]2)[C:17]([CH3:18])=[CH:16][C:15](=[O:19])[NH:14]1)=[O:12].Cl[Si](C)(C)C.[Cl:40][CH2:41][CH2:42]OS(C(F)(F)F)(=O)=O.C1(C)C=CC=CC=1>O1CCCC1>[CH3:9][O:10][C:11]([C:13]1([CH:20]([O:27][Si:28]([C:31]([CH3:34])([CH3:33])[CH3:32])([CH3:29])[CH3:30])[CH:21]2[CH2:26][CH2:25][CH2:24][CH2:23][CH2:22]2)[C:17](=[CH2:18])[CH:16]([CH2:42][CH2:41][Cl:40])[C:15](=[O:19])[NH:14]1)=[O:12] |f:0.1|. Procedure: Lithium diisopropylamide solution (0.67 M solution in tetrahydrofuran, 0.09 ml, 0.06 mmol, 1.0 equiv) was added dropwise via syringe to a stirred solution of 2-[(tert-butyl-dimethyl-silanyloxy)-cyclohexyl-methyl]-3-methyl-5-oxo-2,5-dihydro-1H-pyrrole-2-carboxylic acid methyl ester (23 mg, 0.06 mmol, 1.0 equiv) in tetrahydrofuran (1.5 ml) at −78° C. The reaction mixture was stirred at −78° C. for 30 min. Chlorotrimethylsilane (8 μl, 6.8 mg, 0.06 mmol, 1.0 equiv) was added and the resultant soluti... Procedure details: Prepared according to the procedure for N-[(1S,2R)-2-aminocyclopentyl]-2,6-dimethoxybenzamide hydrochloride (Intermediate 3) from tert-butyl N-[(1S,2S)-2-aminocyclopentyl]carbamate (CAS number 586961-34-4; 1.0 g, 4.99 mmol) and 2,6-dimethoxybenzoyl chloride (CAS number 1989-53-3; 1.50 g, 7.99 mmol) except that after the reaction was complete it was partitioned between DCM and a saturated solution of sodium bicarbonate, filtered through a hydrophobic frit and concentrated in vacuo. The Boc protec... Product: Cl.N[C@@H]1[C@H](CCC1)NC(C1=C(C=CC=C1OC)OC)=O (N-[(1S,2S)-2-Aminocyclopentyl]-2,6-dimethoxybenzamide hydrochloride). Reaction SMILES: Cl.[NH2:2][C@@H:3]1[CH2:7][CH2:6][CH2:5][C@@H:4]1[NH:8][C:9](=[O:20])[C:10]1[C:15]([O:16][CH3:17])=[CH:14][CH:13]=[CH:12][C:11]=1[O:18][CH3:19].N[C@H]1CCC[C@@H]1NC(=O)OC(C)(C)C.COC1C=CC=C(OC)C=1C([Cl:41])=O>>[ClH:41].[NH2:2][C@H:3]1[CH2:7][CH2:6][CH2:5][C@@H:4]1[NH:8][C:9](=[O:20])[C:10]1[C:15]([O:16][CH3:17])=[CH:14][CH:13]=[CH:12][C:11]=1[O:18][CH3:19] |f:0.1,4.5|. Reactants: Cl.N[C@H]1[C@H](CCC1)NC(C1=C(C=CC=C1OC)OC)=O (N-[(1S,2R)-2-aminocyclopentyl]-2,6-dimethoxybenzamide hydrochloride), COC1=C(C(=O)Cl)C(=CC=C1)OC (2,6-dimethoxybenzoyl chloride), Cl.N[C@H]1[C@H](CCC1)NC(C1=C(C=CC=C1OC)OC)=O (N-[(1S,2R)-2-aminocyclopentyl]-2,6-dimethoxybenzamide hydrochloride), N[C@@H]1[C@H](CCC1)NC(OC(C)(C)C)=O (tert-butyl N-[(1S,2S)-2-aminocyclopentyl]carbamate). Starting materials: RF-intermediate, FC(CC(CO)I)(C(F)(F)F)C(F)(F)F (4,5,5,5-tetra fluoro-4-(trifluoromethyl)-2-iodopentan-1-ol), Cl (HCl). Reagents/catalysts: [Zn] (zinc). Run in C(C)(=O)O (acetic acid). Run at temperature 80 celsius, time 2 hour. The product is FC(CC=C)(C(F)(F)F)C(F)(F)F (4,5,5,5-tetrafluoro-4-(trifluoromethyl)pentan-1-ene). Reaction SMILES: [F:1][C:2]([C:12]([F:15])([F:14])[F:13])([C:8]([F:11])([F:10])[F:9])[CH2:3][CH:4](I)[CH2:5]O.Cl>[Zn].C(O)(=O)C>[F:1][C:2]([C:12]([F:13])([F:14])[F:15])([C:8]([F:9])([F:10])[F:11])[CH2:3][CH:4]=[CH2:5]. Procedure: About 11 g of the RF-intermediate 4,5,5,5-tetra fluoro-4-(trifluoromethyl)-2-iodopentan-1-ol can be added to a glass pressure tube and about 13 grams of 30% (wt/wt) aqueous acetic acid can be added to the other tube to form a mixture. The mixture can be heated to about 80° C., and 4 grams of powdered zinc can be added slowly through a solid addition system. The mixture can be allowed to stir for an additional 2 hours before being cooled and adding 2 mL of 1.5 N HCl to phase separate the mixture....